Dataset: the Open Reaction Database (ORD), a public repository of structured organic reaction records. Task: describe an organic reaction: reactants, conditions, products, and yield The product is Cn1c2c(c3ccccc31)C(=O)NCC2. RXN SMILES: [C:8]1(=[O:21])[NH:9][CH2:10][CH2:11][c:12]2[nH:13][c:14]3[cH:15][cH:16][cH:17][cH:18][c:19]3[c:20]21.[CH3:1][O:2][S:3]([O:4][CH3:5])(=[O:6])=[O:7].[CH3:22][C:23](=[O:24])[CH3:25].[Na+:27].[OH-:26].[OH2:28]>>[CH3:1][n:13]1[c:12]2[c:20]([c:19]3[c:14]1[cH:15][cH:16][cH:17][cH:18]3)[C:8](=[O:21])[NH:9][CH2:10][CH2:11]2. Reactants: O=C1NCCc2[nH]c3ccccc3c21, COS(=O)(=O)OC, CC(C)=O, [Na+], [OH-], O. The reactants are ClCC(=O)NC1=NC(C=2C=NN3C(=CCN1C32)C3=CC(=CC=C3)C(F)(F)F)=O (2-chloro-N-[3-oxo-8-[3-(trifluoromethyl)phenyl]-3H,6H-1,4,5a,8a-tetraazaacenaphthylen-5-yl]acetamide), C(C1=CC=CC=C1)N1CCNCC1 (1-benzylpiperazine), [OH-].[Na+] (sodium hydroxide). Solvent: O1CCCC1 (tetrahydrofuran). The product is O=C1C=2C=NN3C(=CCN(C(=N1)NC(CN1CCN(CC1)CC1=CC=CC=C1)=O)C32)C3=CC(=CC=C3)C(F)(F)F (N-[3-Oxo-8-[3-(trifluoromethyl)phenyl]-3H,6H-1,4,5a,8a-tetraazaacenaphthylen-5-yl]-4-(phenylmethyl)-1-piperazineacetamide). As a reaction SMILES: Cl[CH2:2][C:3]([NH:5][C:6]1[N:16]2[C:17]3[N:12]([C:13]([C:18]4[CH:23]=[CH:22][CH:21]=[C:20]([C:24]([F:27])([F:26])[F:25])[CH:19]=4)=[CH:14][CH2:15]2)[N:11]=[CH:10][C:9]=3[C:8](=[O:28])[N:7]=1)=[O:4].[CH2:29]([N:36]1[CH2:41][CH2:40][NH:39][CH2:38][CH2:37]1)[C:30]1[CH:35]=[CH:34][CH:33]=[CH:32][CH:31]=1.[OH-].[Na+]>O1CCCC1>[O:28]=[C:8]1[N:7]=[C:6]([NH:5][C:3](=[O:4])[CH2:2][N:39]2[CH2:40][CH2:41][N:36]([CH2:29][C:30]3[CH:31]=[CH:32][CH:33]=[CH:34][CH:35]=3)[CH2:37][CH2:38]2)[N:16]2[C:17]3[N:12]([C:13]([C:18]4[CH:23]=[CH:22][CH:21]=[C:20]([C:24]([F:26])([F:27])[F:25])[CH:19]=4)=[CH:14][CH2:15]2)[N:11]=[CH:10][C:9]1=3 |f:2.3|. Procedure: A 1.000 g amount of 2-chloro-N-[3-oxo-8-[3-(trifluoromethyl)phenyl]-3H,6H-1,4,5a,8a-tetraazaacenaphthylen-5-yl]acetamide (prepared in the manner described in Example 31) was dissolved in 50 ml of dry tetrahydrofuran, then 430 mg of 1-benzylpiperazine was added to the mixture in one portion. The reaction mixture was heated at reflux for 16 hours. The mixture was cooled, made basic with 1N sodium hydroxide and extracted with chloroform. The solvent was evaporated and the solid was purified by conv... Starting materials: CN(C(=O)CNc1c(Cl)cnnc1Cl)C1CCN(Cc2ccccc2)CC1, C[O-], CO, [Na+]. Yields the product COc1cnnc(Cl)c1NCC(=O)N(C)C1CCN(Cc2ccccc2)CC1. Reaction SMILES: [CH2:1]([c:2]1[cH:3][cH:4][cH:5][cH:6][cH:7]1)[N:8]1[CH2:9][CH2:10][CH:11]([N:14]([C:15]([CH2:16][NH:17][c:18]2[c:19]([Cl:25])[n:20][n:21][cH:22][c:23]2[Cl:24])=[O:26])[CH3:27])[CH2:12][CH2:13]1.[CH3:28][O-:29].[CH3:31][OH:32].[Na+:30]>>[CH2:1]([c:2]1[cH:3][cH:4][cH:5][cH:6][cH:7]1)[N:8]1[CH2:9][CH2:10][CH:11]([N:14]([C:15]([CH2:16][NH:17][c:18]2[c:19]([Cl:25])[n:20][n:21][cH:22][c:23]2[O:29][CH3:28])=[O:26])[CH3:27])[CH2:12][CH2:13]1.